This data is from the Open Reaction Database (ORD), a public repository of structured organic reaction records. The task is: describe an organic reaction: reactants, conditions, products, and yield Starting materials: [Br-], CC(=O)c1c(C)oc2c(NC(=O)c3c(Cl)cccc3Cl)cccc12, C[Mg+], [Cl-], [NH4+], C1CCOC1, O. The product is Cc1oc2c(NC(=O)c3c(Cl)cccc3Cl)cccc2c1C(C)(C)O. As a reaction SMILES: [Br-:25].[C:1]([CH3:2])(=[O:3])[c:4]1[c:5]2[c:6]([o:7][c:8]1[CH3:9])[c:10]([NH:14][C:15]([c:16]1[c:17]([Cl:23])[cH:18][cH:19][cH:20][c:21]1[Cl:22])=[O:24])[cH:11][cH:12][cH:13]2.[CH3:26][Mg+:27].[Cl-:28].[NH4+:29].[O:31]1[CH2:32][CH2:33][CH2:34][CH2:35]1.[OH2:30]>>[C:1]([CH3:2])([OH:3])([c:4]1[c:5]2[c:6]([o:7][c:8]1[CH3:9])[c:10]([NH:14][C:15]([c:16]1[c:17]([Cl:23])[cH:18][cH:19][cH:20][c:21]1[Cl:22])=[O:24])[cH:11][cH:12][cH:13]2)[CH3:26]. Starting materials: B, C1CCOC1, COc1cc(C)ccc1C(N)=O, C1CCOC1, O. Yields the product COc1cc(C)ccc1CN. RXN SMILES: [BH3:18].[CH2:20]1[O:21][CH2:22][CH2:23][CH2:24]1.[CH3:1][O:2][c:3]1[c:4]([C:5](=[O:6])[NH2:7])[cH:8][cH:9][c:10]([CH3:12])[cH:11]1.[O:13]1[CH2:14][CH2:15][CH2:16][CH2:17]1.[OH2:19]>>[CH3:1][O:2][c:3]1[c:4]([CH2:5][NH2:7])[cH:8][cH:9][c:10]([CH3:12])[cH:11]1. Reactants: CN1C=NC2=C1C=C(C(=C2)[N+](=O)[O-])[N+](=O)[O-] (1-methyl-5,6-dinitrobenzimidazole), Cl (hydrochloric acid), [H][H] (hydrogen), N1=CC=C(C=C1)C=O (pyridine-4-aldehyde). The reagents and catalysts are O=[Pt]=O (Adams catalyst). Run in C(C)O (ethanol). Product: N1=CC=C(C=C1)C=1NC=2C(N1)=CC1=C(N=CN1C)C2 (6-(4-Pyridyl)-1-methyl-1,5-dihydrobenzo[1,2-d:4,5-d']diimidazole). Reaction SMILES: [CH3:1][N:2]1[C:6]2[CH:7]=[C:8]([N+:14]([O-])=O)[C:9]([N+:11]([O-])=O)=[CH:10][C:5]=2[N:4]=[CH:3]1.[H][H].[N:19]1[CH:24]=[CH:23][C:22]([CH:25]=O)=[CH:21][CH:20]=1.Cl>O=[Pt]=O.C(O)C>[N:19]1[CH:24]=[CH:23][C:22]([C:25]2[NH:11][C:9]3[C:8](=[CH:7][C:6]4[N:2]([CH3:1])[CH:3]=[N:4][C:5]=4[CH:10]=3)[N:14]=2)=[CH:21][CH:20]=1. Procedure details: 4.40 g. (20.0 mMole) 1-methyl-5,6-dinitrobenzimidazole and 0.5 g. Adams catalyst in 250 ml. ethanol are hydrogenated for 4 hours at 40° C. and 4 bar hydrogen pressure. The catalyst is filtered off and the filtrate, after the addition of 2.10 g. (20.0 mMole) pyridine-4-aldehyde and 3 ml. concentrated hydrochloric acid, is heated to the boil under reflux. After chromatographed purification (silica gel; ethyl acetate/methanol 1:1 v/v) and evaporation of the appropriate fractions, there is obtained ... Reactants: NC=1C(=CC(=C(C1)C=1C(N(C2=CC(=NC=C2C1)Cl)CC)=O)Cl)F (3-(5-amino-2-chloro-4-fluorophenyl)-7-chloro-1-ethyl-1,6-naphthyridin-2(1H)-one), COCCN (2-methoxyethylamine). Run in O (water). Product: NC=1C(=CC(=C(C1)C=1C(N(C2=CC(=NC=C2C1)NCCOC)CC)=O)Cl)F (3-(5-amino-2-chloro-4-fluorophenyl)-1-ethyl-7-(2-methoxyethylamino)-1,6-naphthyridin-2(1H)-one). The yield is 94.0%. Reaction SMILES: [NH2:1][C:2]1[C:3]([F:23])=[CH:4][C:5]([Cl:22])=[C:6]([C:8]2[C:9](=[O:21])[N:10]([CH2:19][CH3:20])[C:11]3[C:16]([CH:17]=2)=[CH:15][N:14]=[C:13](Cl)[CH:12]=3)[CH:7]=1.[CH3:24][O:25][CH2:26][CH2:27][NH2:28]>O>[NH2:1][C:2]1[C:3]([F:23])=[CH:4][C:5]([Cl:22])=[C:6]([C:8]2[C:9](=[O:21])[N:10]([CH2:19][CH3:20])[C:11]3[C:16]([CH:17]=2)=[CH:15][N:14]=[C:13]([NH:28][CH2:27][CH2:26][O:25][CH3:24])[CH:12]=3)[CH:7]=1. Procedure: A suspension of Example A3 (1.50 g, 4.26 mmol) in 2-methoxyethylamine (3 mL, 34.51 mm) was heated at 120° C. for 12 h. The reaction mixture was diluted with water and extracted with EtOAc (3×). The combined organic layers were washed with brine, dried (Na2SO4), and concentrated to provide 3-(5-amino-2-chloro-4-fluorophenyl)-1-ethyl-7-(2-methoxyethylamino)-1,6-naphthyridin-2(1H)-one (1.56 g, 94% yield) as a white solid. 1H NMR (400 MHz, DMSO-d6): δ 8.36 (s, 1H), 7.65 (s, 1H), 7.18 (d, J=11 Hz, 1H... The reactants are C1=NC=CC=2C(=CC=CC12)S (5-isoquinolinethiol), C([O-])([O-])=O.[K+].[K+] (potassium carbonate), ClC1=CC(=C(C=C1)[N+](=O)[O-])F (4-chloro-2-fluoronitrobenzene). The solvent is CN(C)C=O (DMF). Reaction conditions: time 2 hour. Yields the product ClC=1C=CC(=C(C1)SC1=C2C=CN=CC2=CC=C1)[N+](=O)[O-] (5-(5-chloro-2-nitrophenylsulfanyl)isoquinoline). Yield: 92.7%. RXN SMILES: [CH:1]1[C:10]2[CH:9]=[CH:8][CH:7]=[C:6]([SH:11])[C:5]=2[CH:4]=[CH:3][N:2]=1.C(=O)([O-])[O-].[K+].[K+].[Cl:18][C:19]1[CH:24]=[CH:23][C:22]([N+:25]([O-:27])=[O:26])=[C:21](F)[CH:20]=1>CN(C=O)C>[Cl:18][C:19]1[CH:20]=[CH:21][C:22]([N+:25]([O-:27])=[O:26])=[C:23]([S:11][C:6]2[CH:7]=[CH:8][CH:9]=[C:10]3[C:5]=2[CH:4]=[CH:3][N:2]=[CH:1]3)[CH:24]=1 |f:1.2.3|. Reported procedure: According to the method in Example 10, a mixture of 5-isoquinolinethiol 500 mg (3.1 mmol), DMF 10 ml, potassium carbonate 700 mg (5.1 mmol) and 4-chloro-2-fluoronitrobenzene 800 mg (5.0 mmol) was stirred at room temperature for 2 hours, and 5-(5-chloro-2-nitrophenylsulfanyl)isoquinoline 910 mg (92.7%) was obtained. Reactants: FF (fluorine), FF (fluorine), ClC1=NC(=CC(=N1)Cl)Cl (2,4,6-trichloropyrimidine), [F-].[Na+] (sodium fluoride). Solvent: ClC(F)(Cl)Cl (trichlorofluoromethane). Yields the product FC=1C(=NC(=NC1Cl)Cl)Cl (5-fluoro-2,4,6-trichloropyrimidine). The yield is 47.9%. RXN SMILES: [F:1]F.[Cl:3][C:4]1[N:9]=[C:8]([Cl:10])[CH:7]=[C:6]([Cl:11])[N:5]=1.[F-].[Na+]>ClC(Cl)(Cl)F>[F:1][C:7]1[C:6]([Cl:11])=[N:5][C:4]([Cl:3])=[N:9][C:8]=1[Cl:10] |f:2.3|. Procedure details: 0.5 mol of fluorine in the form of a 30% by volume mixture with helium was introduced into a suspension of 36.7 g (0.2 mol) of 2,4,6-trichloropyrimidine, 21 g of sodium fluoride (0.5 mol) and 250 ml of trichlorofluoromethane, at a temperature of -78° C. The rate of introduction was 0.15 mol of fluorine per hour. After the introduction, the reaction mixture was filtered and 19.3 g of pure 5-fluoro-2,4,6-trichloropyrimidine were obtained from the filtrate by distillation over iron filings. This co... Reactants: O=Cc1ccc(Cl)cc1, O=C(O)CS(=O)(=O)Cc1ccc(Cl)cc1. Product: O=S(=O)(C=Cc1ccc(Cl)cc1)Cc1ccc(Cl)cc1. Reaction SMILES: [Cl:16][c:17]1[cH:18][cH:19][c:20]([CH:21]=[O:22])[cH:23][cH:24]1.[Cl:1][c:2]1[cH:3][cH:4][c:5]([CH2:6][S:7](=[O:8])(=[O:9])[CH2:10][C:11]([OH:12])=[O:13])[cH:14][cH:15]1>>[Cl:1][c:2]1[cH:3][cH:4][c:5]([CH2:6][S:7](=[O:8])(=[O:9])[CH:10]=[CH:11][c:20]2[cH:19][cH:18][c:17]([Cl:16])[cH:24][cH:23]2)[cH:14][cH:15]1.